The task is: describe an organic reaction: reactants, conditions, products, and yield. This data is from the Open Reaction Database (ORD), a public repository of structured organic reaction records. Starting materials: O=S(=O)(O)Cl, ClP(Cl)(Cl)(Cl)Cl, c1ccc2c(N3CCCCC3)ncnc2c1, O. Product: O=S(=O)(Cl)c1ccc2ncnc(N3CCCCC3)c2c1. As a reaction SMILES: [Cl:18][S:19](=[O:20])(=[O:21])[OH:22].[Cl:23][P:24]([Cl:25])([Cl:26])([Cl:27])[Cl:28].[N:1]1([c:7]2[n:8][cH:9][n:10][c:11]3[cH:12][cH:13][cH:14][cH:15][c:16]23)[CH2:2][CH2:3][CH2:4][CH2:5][CH2:6]1.[OH2:17]>>[N:1]1([c:7]2[n:8][cH:9][n:10][c:11]3[cH:12][cH:13][c:14]([S:19]([Cl:18])(=[O:20])=[O:21])[cH:15][c:16]23)[CH2:2][CH2:3][CH2:4][CH2:5][CH2:6]1. The reactants are CNC1CCCCC1NC, CCOC(C)=O, [Cu]I, Ic1ccc(I)cc1, [K+], [K+], [K+], CN(C)C=O, O=P([O-])([O-])[O-], CC(C)(C)OC(=O)N1CCC(Oc2cccc3[nH]ccc23)CC1. Yields the product CC(C)(C)OC(=O)N1CCC(Oc2cccc3c2ccn3-c2ccc(I)cc2)CC1. RXN SMILES: [CH3:40][NH:41][CH:42]1[CH2:43][CH2:44][CH2:45][CH2:46][CH:47]1[NH:48][CH3:49].[CH3:50][CH2:51][O:52][C:53]([CH3:54])=[O:55].[Cu:56][I:57].[I:32][c:33]1[cH:34][cH:35][c:36]([I:39])[cH:37][cH:38]1.[K+:29].[K+:30].[K+:31].[O:58]=[CH:59][N:60]([CH3:61])[CH3:62].[P:24]([O-:25])([O-:26])([O-:27])=[O:28].[nH:1]1[cH:2][cH:3][c:4]2[c:5]([O:10][CH:11]3[CH2:12][CH2:13][N:14]([C:17](=[O:18])[O:19][C:20]([CH3:21])([CH3:22])[CH3:23])[CH2:15][CH2:16]3)[cH:6][cH:7][cH:8][c:9]12>>[n:1]1(-[c:36]2[cH:35][cH:34][c:33]([I:32])[cH:38][cH:37]2)[cH:2][cH:3][c:4]2[c:5]([O:10][CH:11]3[CH2:12][CH2:13][N:14]([C:17](=[O:18])[O:19][C:20]([CH3:21])([CH3:22])[CH3:23])[CH2:15][CH2:16]3)[cH:6][cH:7][cH:8][c:9]12. Starting materials: BrCCC=C (4-bromo-1-butene), C[SiH](Cl)C (dimethylchlorosilane). The reagents and catalysts are O.Cl.Cl.Cl[Pt](Cl)(Cl)Cl (Hexachloroplatinic acid hexahydrate). Run in C1(=CC=CC=C1)C (toluene), CC(C)O (2-propanol). Conditions: temperature 60 celsius. The product is BrCCCC[Si](Cl)(C)C (4-bromobutyldimethylchlorosilane). Isolated yield 75.7%. Reaction SMILES: [Br:1][CH2:2][CH2:3][CH:4]=[CH2:5].[CH3:6][SiH:7]([CH3:9])[Cl:8]>CC(O)C.C1(C)C=CC=CC=1.O.Cl.Cl.Cl[Pt](Cl)(Cl)Cl>[Br:1][CH2:2][CH2:3][CH2:4][CH2:5][Si:7]([CH3:9])([CH3:6])[Cl:8] |f:4.5.6.7|. Reported procedure: Hexachloroplatinic acid hexahydrate (0.02 g, 0.039 mmole) was dissolved in a minimum of 2-propanol. This solution was dissolved in 75 ml toluene under argon. 2-propanol and water were removed by azeotropically distilling 25 ml of the toluene. The resulting solution was stirred and 6.17 g (0.046 mole) of 4-bromo-1-butene was added at 40° C. 4.32 g (0.046 mole) of dimethylchlorosilane was slowly added and the solution was heated to 60° C. and allowed to react for four hours. The mixture was distil... Reactants: CC(C(C)C)NC1=C(C(=NC=2N1N=CC2C(=O)OC)Cl)C=2SC=CC2C (methyl 7-(1,2-dimethylpropylamino)-5-chloro-6-(3-methylthiophen-2-yl)pyrazolo[1,5-α]-pyrimidine-3-carboxylate), C[O-].[Na+] (sodium methoxide), O (water). Run in CO (methanol). Conditions: temperature 22 celsius, time 16 hour. Yields the product CC(C(C)C)NC1=C(C(=NC=2N1N=CC2C(=O)OC)OC)C=2SC=CC2C (methyl 7-(1,2-dimethylpropylamino)-5-methoxy-6-(3-methylthiophen-2-yl)pyrazolo[1,5-a]-pyrimidine-3-carboxylate). As a reaction SMILES: [CH3:1][O-:2].[Na+].[CH3:4][CH:5]([NH:9][C:10]1[N:15]2[N:16]=[CH:17][C:18]([C:19]([O:21][CH3:22])=[O:20])=[C:14]2[N:13]=[C:12](Cl)[C:11]=1[C:24]1[S:25][CH:26]=[CH:27][C:28]=1[CH3:29])[CH:6]([CH3:8])[CH3:7].O>CO>[CH3:4][CH:5]([NH:9][C:10]1[N:15]2[N:16]=[CH:17][C:18]([C:19]([O:21][CH3:22])=[O:20])=[C:14]2[N:13]=[C:12]([O:2][CH3:1])[C:11]=1[C:24]1[S:25][CH:26]=[CH:27][C:28]=1[CH3:29])[CH:6]([CH3:8])[CH3:7] |f:0.1|. Reported procedure: 0.17 g (3 mmol) of sodium methoxide was dissolved in 10 ml of methanol, and 0.79 g (2 mmol) of methyl 7-(1,2-dimethylpropylamino)-5-chloro-6-(3-methylthiophen-2-yl)pyrazolo[1,5-α]-pyrimidine-3-carboxylate was added. The mixture was stirred at 22° C. for 16 hours. 10 ml of water were then added, the methanol was distilled off and 10 ml of dichloromethane were added to the residue. The organic phase was separated off, dried over sodium sulphate and concentrated under reduced pressure. This gave 0....